From a dataset of the Open Reaction Database (ORD), a public repository of structured organic reaction records. describe an organic reaction: reactants, conditions, products, and yield The reactants are [N+](=O)([O-])C1=C(OC2=CC=C(C(=O)NC3=C(C=CC=C3)C)C=C2)C=CC(=C1)[N+](=O)[O-] (4-(2,4-dinitrophenoxy)-2′-methylbenzanilide), C1CCOC1 (THF), [H][H] (hydrogen). The reagents and catalysts are [Pd].[C] (Pd carbon). Solvent: C(C)O (ethanol). Conditions: time 15 hour. The product is NC1=C(OC2=CC=C(C(=O)NC3=C(C=CC=C3)C)C=C2)C=CC(=C1)N (4-(2,4-diaminophenoxy)-2′-methylbenzanilide). The yield is 96.9%. RXN SMILES: [N+:1]([C:4]1[CH:26]=[C:25]([N+:27]([O-])=O)[CH:24]=[CH:23][C:5]=1[O:6][C:7]1[CH:22]=[CH:21][C:10]([C:11]([NH:13][C:14]2[CH:19]=[CH:18][CH:17]=[CH:16][C:15]=2[CH3:20])=[O:12])=[CH:9][CH:8]=1)([O-])=O.C1COCC1.[H][H]>[Pd].[C].C(O)C>[NH2:1][C:4]1[CH:26]=[C:25]([NH2:27])[CH:24]=[CH:23][C:5]=1[O:6][C:7]1[CH:22]=[CH:21][C:10]([C:11]([NH:13][C:14]2[CH:19]=[CH:18][CH:17]=[CH:16][C:15]=2[CH3:20])=[O:12])=[CH:9][CH:8]=1 |f:3.4|. Procedure details: 1.55 g (3.90 mmol) of 4-(2,4-dinitrophenoxy)-2′-methylbenzanilide was dissolved into the solvent mixture with 70 ml THF and 30 ml of ethanol, and 0.166 g of 5% Pd-carbon powder was added into this solution. The solution was thoroughly deaerated under the reduced pressure at −78° C., and then stirred for 15 hours after the system was replaced with hydrogen gas and temperature was brought back to room temperature. The solution was concentrated after removing catalyst with Celite to yield 1.26 g of... Reactants: FC=1C=C2C=C(N(C2=CC1)C)C(=O)N[C@@H](C(C)C)C(=O)NC(CC(=O)OC(C)(C)C)C(COC1=C(C(=CC(=C1F)F)F)F)O (N-[(5-fluoro-1-methyl-indole-2-carbonyl)valinyl]-3-amino-4-hydroxy-5-(2,3,5,6-tetrafluorophenyloxy)-pentanoic acid, tert-butyl ester), CC(=O)OI1(C=2C=CC=CC2C(=O)O1)(OC(=O)C)OC(=O)C (Dess-Martin periodinane). The solvent is C(Cl)Cl (CH2Cl2). Conditions: time 10 minute. The product is FC=1C=C2C=C(N(C2=CC1)C)C(=O)N[C@@H](C(C)C)C(=O)NC(CC(=O)OC(C)(C)C)C(COC1=C(C(=CC(=C1F)F)F)F)=O (N-[(5-fluoro-1-methyl-indole-2-carbonyl)valinyl]-3-amino-4-oxo-5-(2,3,5,6-tetrafluorophenyloxy)-pentanoic acid, tert-butyl ester). RXN SMILES: [F:1][C:2]1[CH:3]=[C:4]2[C:8](=[CH:9][CH:10]=1)[N:7]([CH3:11])[C:6]([C:12]([NH:14][C@H:15]([C:19]([NH:21][CH:22]([CH:31]([OH:44])[CH2:32][O:33][C:34]1[C:39]([F:40])=[C:38]([F:41])[CH:37]=[C:36]([F:42])[C:35]=1[F:43])[CH2:23][C:24]([O:26][C:27]([CH3:30])([CH3:29])[CH3:28])=[O:25])=[O:20])[CH:16]([CH3:18])[CH3:17])=[O:13])=[CH:5]2.CC(OI1(OC(C)=O)(OC(C)=O)OC(=O)C2C=CC=CC1=2)=O>C(Cl)Cl>[F:1][C:2]1[CH:3]=[C:4]2[C:8](=[CH:9][CH:10]=1)[N:7]([CH3:11])[C:6]([C:12]([NH:14][C@H:15]([C:19]([NH:21][CH:22]([C:31](=[O:44])[CH2:32][O:33][C:34]1[C:39]([F:40])=[C:38]([F:41])[CH:37]=[C:36]([F:42])[C:35]=1[F:43])[CH2:23][C:24]([O:26][C:27]([CH3:29])([CH3:30])[CH3:28])=[O:25])=[O:20])[CH:16]([CH3:17])[CH3:18])=[O:13])=[CH:5]2. Reported procedure: To a solution of N-[(5-fluoro-1-methyl-indole-2-carbonyl)valinyl]-3-amino-4-hydroxy-5-(2,3,5,6-tetrafluorophenyloxy)-pentanoic acid, tert-butyl ester (112.6 mg, 0.18 mmol) in CH2Cl2 (5.0 ml) was added Dess-Martin periodinane (95 mg, 0.22 mmol) and the solution stirred for 10 min. at room temperature. The reaction was quenched with Na2S2O4, diluted with EtOAc, washed with NaHCO3, and brine, dried over Na2SO4, filtered and concentrated in vacito. The crude product was purified by chromatography (1... Starting materials: BrC1=CC(=C(C(=N1)\C(\C)=N\[S@](=O)C(C)(C)C)F)[Si](CC)(CC)CC ((R)-2-methyl-propane-2-sulfinic acid [1-(6-bromo-3-fluoro-4-triethylsilanyl-pyridin-2-yl)-eth-(E)-ylidene]-amide), BrC(C(=O)OCC)(F)F (ethyl 2-bromo-2,2-difluoroacetate), [Cl-].[NH4+] (ammonium chloride). Reagents/catalysts: [Zn] (zinc), C[Si](Cl)(C)C (trimethylchlorosilane), [Zn] (zinc), [Cu]Cl (copper(I) chloride). Solvent: C1CCOC1 (THF), C(C)(=O)OCC (ethyl acetate), C1CCOC1 (THF). Conditions: time 45 minute. The product is C(C)OC(C([C@](C)(N[S@](=O)C(C)(C)C)C1=NC(=CC(=C1F)[Si](CC)(CC)CC)Br)(F)F)=O ((R)-3-(6-Bromo-3-fluoro-4-triethylsilanyl-pyridin-2-yl)-2,2-difluoro-3-((R)-2-methyl-propane-2-sulfinylamino)-butyric acid ethyl ester). Yield: 77.0%. As a reaction SMILES: Br[C:2]([F:9])([F:8])[C:3]([O:5][CH2:6][CH3:7])=[O:4].[Br:10][C:11]1[N:16]=[C:15](/[C:17](=[N:19]/[S@@:20]([C:22]([CH3:25])([CH3:24])[CH3:23])=[O:21])/[CH3:18])[C:14]([F:26])=[C:13]([Si:27]([CH2:32][CH3:33])([CH2:30][CH3:31])[CH2:28][CH3:29])[CH:12]=1.[Cl-].[NH4+]>C1COCC1.C[Si](C)(C)Cl.C(OCC)(=O)C.[Zn].[Cu]Cl>[CH2:6]([O:5][C:3](=[O:4])[C:2]([F:9])([F:8])[C@@:17]([C:15]1[C:14]([F:26])=[C:13]([Si:27]([CH2:30][CH3:31])([CH2:28][CH3:29])[CH2:32][CH3:33])[CH:12]=[C:11]([Br:10])[N:16]=1)([NH:19][S@@:20]([C:22]([CH3:23])([CH3:24])[CH3:25])=[O:21])[CH3:18])[CH3:7] |f:2.3|. Reported procedure: To a suspension of zinc (466 mg, 7.12 mmol) and copper(I) chloride (34 mg, 0.344 mmol) in dry THF (20 ml) were added 3 drops of trimethylchlorosilane under nitrogen to activate the zinc. After 10 minutes ethyl 2-bromo-2,2-difluoroacetate (1.398 g, 6.89 mmol) was added slowly by syringe over a period of 10 minutes at 25° C. (slightly exothermic). The reaction mixture was kept in an ultrasound bath for 45 minutes. This black fine suspension was added dropwise to a solution of (R)-2-methyl-propane-... The reactants are N(=[N+]=[N-])CC(=O)OCC (ethyl azidoacetate), C[Si](C1=CC=C(C=O)C=C1)(C)C (4-trimethylsilylbenzaldehyde), [Cl-].[NH4+] (ammonium chloride), [Na] (sodium). The solvent is C(C)O (ethanol), C(C)O (ethanol). The product is N(=[N+]=[N-])C(C(=O)OCC)=CC1=CC=C(C=C1)[Si](C)(C)C (Ethyl 2-azido-3-(4-trimethylsilylphenyl)propenoate). The yield is 62.4%. As a reaction SMILES: [Na].[N:2]([CH2:5][C:6]([O:8][CH2:9][CH3:10])=[O:7])=[N+:3]=[N-:4].[CH3:11][Si:12]([CH3:22])([CH3:21])[C:13]1[CH:20]=[CH:19][C:16]([CH:17]=O)=[CH:15][CH:14]=1.[Cl-].[NH4+]>C(O)C>[N:2]([C:5](=[CH:17][C:16]1[CH:19]=[CH:20][C:13]([Si:12]([CH3:11])([CH3:22])[CH3:21])=[CH:14][CH:15]=1)[C:6]([O:8][CH2:9][CH3:10])=[O:7])=[N+:3]=[N-:4] |f:3.4,^1:0|. Procedure details: 1.26 g (54.96 mmol) of sodium and 30 mL of anhydrous ethanol are introduced into a 100 mL round-bottomed flask, equipped with a magnetic stirrer and maintained under a nitrogen atmosphere. The reaction mixture is stirred at room temperature until a homogeneous solution is obtained. To this solution, cooled to −10° C., is added dropwise a solution containing 16.83 mL (54.96 mmol) of ethyl azidoacetate (34% in CH2Cl2) and 5 g (27.48 mmol) of 4-trimethylsilylbenzaldehyde in 5 mL of ethanol. The rea... Reactants: BrC1=CC2=C(C=3N=C(SC3CCO2)C=2N(N=CN2)CC2=CC=NC=C2)C=C1 (8-Bromo-2-(2-pyridin-4-ylmethyl-2H-[1,2,4]triazol-3-yl)-4,5-dihydro-6-oxa-3-thia-1-aza-benzo[e]azulene), CC(CN1N=CC(=C1)B1OC(C(O1)(C)C)(C)C)(C)O (2-Methyl-1-[4-(4,4,5,5-tetramethyl-[1,3,2]dioxaborolan-2-yl)-pyrazol-1-yl]-propan-2-ol). The product is CC(CN1N=CC(=C1)C1=CC2=C(C=3N=C(SC3CCO2)C=2N(N=CN2)CC2=CC=NC=C2)C=C1)(C)O (2-Methyl-1-{4-[2-(2-pyridin-4-ylmethyl-2H-[1,2,4]triazol-3-yl)-4,5-dihydro-6-oxa-3-thia-1-aza-benzo[e]azulen-8-yl]-pyrazol-1-yl}-propan-2-ol). As a reaction SMILES: Br[C:2]1[CH:27]=[CH:26][C:5]2[C:6]3[N:7]=[C:8]([C:14]4[N:15]([CH2:19][C:20]5[CH:25]=[CH:24][N:23]=[CH:22][CH:21]=5)[N:16]=[CH:17][N:18]=4)[S:9][C:10]=3[CH2:11][CH2:12][O:13][C:4]=2[CH:3]=1.[CH3:28][C:29]([OH:46])([CH3:45])[CH2:30][N:31]1[CH:35]=[C:34](B2OC(C)(C)C(C)(C)O2)[CH:33]=[N:32]1>>[CH3:28][C:29]([OH:46])([CH3:45])[CH2:30][N:31]1[CH:35]=[C:34]([C:2]2[CH:27]=[CH:26][C:5]3[C:6]4[N:7]=[C:8]([C:14]5[N:15]([CH2:19][C:20]6[CH:21]=[CH:22][N:23]=[CH:24][CH:25]=6)[N:16]=[CH:17][N:18]=5)[S:9][C:10]=4[CH2:11][CH2:12][O:13][C:4]=3[CH:3]=2)[CH:33]=[N:32]1. Reported procedure: Following the procedure for 114, 8-Bromo-2-(2-pyridin-4-ylmethyl-2H-[1,2,4]triazol-3-yl)-4,5-dihydro-6-oxa-3-thia-1-aza-benzo[e]azulene was reacted with 2-Methyl-1-[4-(4,4,5,5-tetramethyl-[1,3,2]dioxaborolan-2-yl)-pyrazol-1-yl]-propan-2-ol to give 354. MS(ESI+) 500.1. 1H NMR (400 MHz, DMSO) δ 8.56 (dd, J=4.5, 1.6, 2H), 8.24 (s, 1H), 8.15 (s, 1H), 8.03 (d, J=8.3, 1H), 7.93 (s, 1H), 7.32 (dd, J=8.3, 1.8, 1H), 7.26 (d, J=1.8, 1H), 7.23-7.19 (m, 2H), 6.12 (s, 2H), 4.71 (s, 1H), 4.35 (t, J=5.0, 2H), ... Starting materials: solution, COC[C@H]1CN(C(O1)=O)C1=COC2=C1C=CC(=C2)C(=O)OC (methyl (R)-3-[5-(methoxymethyl)-2-oxooxazolidin-3-yl]benzofuran-6-carboxylate), O (water), Cl (hydrochloric acid). Run in O1CCCC1 (tetrahydrofuran), O1CCCC1 (tetrahydrofuran). Run at temperature 55 celsius. Yields the product OCC1=CC2=C(C(=CO2)N2C(O[C@H](C2)COC)=O)C=C1 ((R)-3-[6-(Hydroxymethyl)benzofuran-3-yl]-5-(methoxymethyl)oxazolidin-2-one). RXN SMILES: [CH3:1][O:2][CH2:3][C@@H:4]1[O:8][C:7](=[O:9])[N:6]([C:10]2[C:14]3[CH:15]=[CH:16][C:17]([C:19](OC)=[O:20])=[CH:18][C:13]=3[O:12][CH:11]=2)[CH2:5]1.Cl.O>O1CCCC1>[OH:20][CH2:19][C:17]1[CH:16]=[CH:15][C:14]2[C:10]([N:6]3[CH2:5][C@H:4]([CH2:3][O:2][CH3:1])[O:8][C:7]3=[O:9])=[CH:11][O:12][C:13]=2[CH:18]=1. Reported procedure: 22 ml of a 2M solution (0.044 mol) of a borane-dimethyl sulphide complex in tetrahydrofuran are added, in two steps, to a solution of 3.3 g (0.011 mol) of methyl (R)-3-[5-(methoxymethyl)-2-oxooxazolidin-3-yl]benzofuran-6-carboxylate in 40 ml of tetrahydrofuran and the mixture is heated for five hours at 55° C. The mixture is hydrolysed with 1N hydrochloric acid. The mixture is poured into water and the product is extracted with dichloromethane. The organic phase is dried over sodium sulphate and... The reactants are C(C1=CC=CC=C1)OC([C@@H](NC([C@@H](N)CC(C)C)=O)CC1=CNC2=CC=CC=C12)=O (L-leucyl-L-tryptophan benzyl ester), C1(=CC=CC2=CC=CC=C12)CCC=O (3-(1-naphthyl)propionaldehyde), P(OCC1=CC=CC=C1)(OCC1=CC=CC=C1)[O-] (dibenzyl phosphite), C(C)#N (acetonitrile). Run in C1(=CC=CC=C1)C (toluene). Conditions: temperature 100 celsius, time 16 hour. The product is C(C1=CC=CC=C1)OC([C@@H](NC([C@@H](NC(CCC1=CC=CC2=CC=CC=C12)=P(=O)OCC1=CC=CC=C1)CC(C)C)=O)CC1=CNC2=CC=CC=C12)=O (N-{N-[1-benzyloxyphosphoryl-3-(1-naphthyl)propyl]-L-leucyl}-L-tryptophan benzyl ester). As a reaction SMILES: [CH2:1]([O:8][C:9](=[O:30])[C@H:10]([CH2:20][C:21]1[C:29]2[C:24](=[CH:25][CH:26]=[CH:27][CH:28]=2)[NH:23][CH:22]=1)[NH:11][C:12](=[O:19])[C@H:13]([CH2:15][CH:16]([CH3:18])[CH3:17])[NH2:14])[C:2]1[CH:7]=[CH:6][CH:5]=[CH:4][CH:3]=1.[C:31]1([CH2:41][CH2:42][CH:43]=O)[C:40]2[C:35](=[CH:36][CH:37]=[CH:38][CH:39]=2)[CH:34]=[CH:33][CH:32]=1.[P:45]([O-])([O:54]CC1C=CC=CC=1)[O:46][CH2:47][C:48]1[CH:53]=[CH:52][CH:51]=[CH:50][CH:49]=1.C(#N)C>C1(C)C=CC=CC=1>[CH2:1]([O:8][C:9](=[O:30])[C@H:10]([CH2:20][C:21]1[C:29]2[C:24](=[CH:25][CH:26]=[CH:27][CH:28]=2)[NH:23][CH:22]=1)[NH:11][C:12](=[O:19])[C@H:13]([CH2:15][CH:16]([CH3:17])[CH3:18])[NH:14][C:43](=[P:45]([O:46][CH2:47][C:48]1[CH:53]=[CH:52][CH:51]=[CH:50][CH:49]=1)=[O:54])[CH2:42][CH2:41][C:31]1[C:40]2[C:35](=[CH:36][CH:37]=[CH:38][CH:39]=2)[CH:34]=[CH:33][CH:32]=1)[C:2]1[CH:3]=[CH:4][CH:5]=[CH:6][CH:7]=1. Reported procedure: A mixture of L-leucyl-L-tryptophan benzyl ester (408 mg) and 3-(1-naphthyl)propionaldehyde (220 mg) in toluene (10 ml) was heated to reflux in a Dean-Stark apparatus for 2 hours. After cooling, dibenzyl phosphite (252 mg) and acetonitrile (10 ml) were added to the mixture and the resulting solution was stirred at 100° C. for 16 hours. After being cooled to room temperature, the mixture was concentrated under reduced pressure. The residue was separated and purified by silica gel chromatography (c...